This data is from the Open Reaction Database (ORD), a public repository of structured organic reaction records. The task is: describe an organic reaction: reactants, conditions, products, and yield Reactants: C1(=CC=CC=C1)C1=CC=C(C=C1)O (4-phenylphenol), C([O-])([O-])=O.[Cs+].[Cs+] (cesium carbonate), C(C)OC(CCCBr)=O (ethyl-4-bromobutyrate). Solvent: C(C)OCC (ethyl ether), CN(C)C=O (DMF). Conditions: time 18 hour. The product is C(C)OC(CCCOC1=CC=C(C=C1)C1=CC=CC=C1)=O (4-(4-phenylphenoxy)butanoic acid ethyl ester). Isolated yield 125.4%. As a reaction SMILES: [C:1]1([C:7]2[CH:12]=[CH:11][C:10]([OH:13])=[CH:9][CH:8]=2)[CH:6]=[CH:5][CH:4]=[CH:3][CH:2]=1.C(=O)([O-])[O-].[Cs+].[Cs+].[CH2:20]([O:22][C:23](=[O:28])[CH2:24][CH2:25][CH2:26]Br)[CH3:21]>CN(C=O)C.C(OCC)C>[CH2:20]([O:22][C:23](=[O:28])[CH2:24][CH2:25][CH2:26][O:13][C:10]1[CH:9]=[CH:8][C:7]([C:1]2[CH:2]=[CH:3][CH:4]=[CH:5][CH:6]=2)=[CH:12][CH:11]=1)[CH3:21] |f:1.2.3|. Procedure: To a suspension in dry DMF of 4-phenylphenol (4.99 g,.29.4 mmol) and cesium carbonate (14.35 g, 44.0 mmol) was added ethyl-4-bromobutyrate (8.85 g, 45.3 mmol) in a single portion and the reaction mixture was stirred for 18 hours at ambient temperature. The reaction mixture was diluted with ethyl ether and extracted with pH 7 buffer. The organic phase was washed twice with brine, dried over MgSO4, filtered, and concentrated in vacuo to give 4-(4-phenylphenoxy)butanoic acid ethyl ester (10.48 g) a... Reactants: COC(=O)c1ccc(Br)cn1, CN1CCCC1=O, N#C[Cu]C#N, O. Yields the product COC(=O)c1ccc(C#N)cn1. Reaction SMILES: [Br:1][c:2]1[cH:3][cH:4][c:5]([C:8](=[O:9])[O:10][CH3:11])[n:6][cH:7]1.[CH3:18][N:19]1[CH2:20][CH2:21][CH2:22][C:23]1=[O:24].[Cu:12]([C:13]#[N:14])[C:15]#[N:16].[OH2:17]>>[c:2]1([C:13]#[N:14])[cH:3][cH:4][c:5]([C:8](=[O:9])[O:10][CH3:11])[n:6][cH:7]1. Reactants: C=CCC1(C)CC(c2cccc(Cl)c2)C(c2ccc(Cl)cc2)NC1=O, Cc1cc([N+](=O)[O-])cnc1Cl. Yields the product C=CCC1(C)CC(c2cccc(Cl)c2)C(c2ccc(Cl)cc2)N(c2ncc([N+](=O)[O-])cc2C)C1=O. As a reaction SMILES: [CH2:1]([CH:2]=[CH2:3])[C:4]1([CH3:25])[C:5](=[O:24])[NH:6][CH:7]([c:17]2[cH:18][cH:19][c:20]([Cl:23])[cH:21][cH:22]2)[CH:8]([c:10]2[cH:11][c:12]([Cl:16])[cH:13][cH:14][cH:15]2)[CH2:9]1.[Cl:26][c:27]1[n:28][cH:29][c:30]([N+:34](=[O:35])[O-:36])[cH:31][c:32]1[CH3:33]>>[CH2:1]([CH:2]=[CH2:3])[C:4]1([CH3:25])[C:5](=[O:24])[N:6]([c:27]2[n:28][cH:29][c:30]([N+:34](=[O:35])[O-:36])[cH:31][c:32]2[CH3:33])[CH:7]([c:17]2[cH:18][cH:19][c:20]([Cl:23])[cH:21][cH:22]2)[CH:8]([c:10]2[cH:11][c:12]([Cl:16])[cH:13][cH:14][cH:15]2)[CH2:9]1. The reactants are BrC1=C(C2=CN(N=C2C=C1F)C)C(=O)OC (methyl 5-bromo-6-fluoro-2-methyl-2H-indazole-4-carboxylate), C1(=CC=CC=C1)P(C1=CC=CC=C1)C1=CC=CC=C1 (triphenylphosphine), C([O-])([O-])=O.[K+].[K+] (potassium carbonate), C(C=C)(=O)OC (methyl acrylate). Reagents/catalysts: C(C)(=O)[O-].[Pd+2].C(C)(=O)[O-] (palladium acetate). The product is FC=1C(=C(C2=CN(N=C2C1)C)C(=O)OC)\C=C\C(=O)OC (methyl 6-fluoro-5-[(1E)-3-methoxy-3-oxoprop-1-en-1-yl]-2-methyl-2H-indazole-4-carboxylate). Isolated yield 88.4%. Solvent: CN(C=O)C (N,N-dimethylformamide), C(C)(=O)OCC (ethyl acetate). Procedure details: A suspension of methyl 5-bromo-6-fluoro-2-methyl-2H-indazole-4-carboxylate (503 mg, 1.75 mmol), palladium acetate (39.3 mg, 0.175 mmol), triphenylphosphine (91.8 mg, 0.350 mmol), potassium carbonate (266 mg, 1.93 mmol) and methyl acrylate (314 μL, 3.50 mmol) in N,N-dimethylformamide (8.8 mL) was stirred with heating at 100° C. for 1 hr. The reaction solution was diluted with ethyl acetate, washed with water and saturated brine, and dried over anhydrous sodium sulfate. The solvent was evaporated ... Run at temperature 100 celsius. RXN SMILES: Br[C:2]1[C:10]([F:11])=[CH:9][C:8]2[C:4](=[CH:5][N:6]([CH3:12])[N:7]=2)[C:3]=1[C:13]([O:15][CH3:16])=[O:14].C1(P(C2C=CC=CC=2)C2C=CC=CC=2)C=CC=CC=1.C(=O)([O-])[O-].[K+].[K+].[C:42]([O:46][CH3:47])(=[O:45])[CH:43]=[CH2:44]>CN(C)C=O.C(OCC)(=O)C.C([O-])(=O)C.[Pd+2].C([O-])(=O)C>[F:11][C:10]1[C:2](/[CH:44]=[CH:43]/[C:42]([O:46][CH3:47])=[O:45])=[C:3]([C:13]([O:15][CH3:16])=[O:14])[C:4]2[C:8]([CH:9]=1)=[N:7][N:6]([CH3:12])[CH:5]=2 |f:2.3.4,8.9.10|. Reactants: Br, CC(NC(=O)OCc1ccccc1)C(=O)NC(C)C(=O)Nc1ccccc1, CC(=O)O. The product is Br, CC(N)C(=O)NC(C)C(=O)Nc1ccccc1. RXN SMILES: [BrH:28].[CH2:1]([O:2][C:3](=[O:4])[NH:11][CH:12]([CH3:13])[C:14](=[O:15])[NH:16][CH:17]([CH3:18])[C:19](=[O:20])[NH:21][c:22]1[cH:23][cH:24][cH:25][cH:26][cH:27]1)[c:5]1[cH:6][cH:7][cH:8][cH:9][cH:10]1.[CH3:29][C:30](=[O:31])[OH:32]>>[BrH:28].[NH2:11][CH:12]([CH3:13])[C:14](=[O:15])[NH:16][CH:17]([CH3:18])[C:19](=[O:20])[NH:21][c:22]1[cH:23][cH:24][cH:25][cH:26][cH:27]1.